From a dataset of the Open Reaction Database (ORD), a public repository of structured organic reaction records. describe an organic reaction: reactants, conditions, products, and yield Reactants: N1(CCOCC1)C1=NC(=CC(=N1)C=1C=C(C=CC1)CCCOS(=O)(=O)C)N1CCN(CC1)C1=NC=CC=C1C(F)(F)F (methanesulfonic acid 3-(3-{2-morpholin-4-yl-6-[4-(3-trifluoromethyl-pyridin-2-yl)-piperazin-1-yl]-pyrimidin-4-yl}-phenyl)-propyl ester), CNC (dimethylamine). Solvent: C1CCOC1 (THF). Yields the product CN(CCCC1=CC(=CC=C1)C1=NC(=NC(=C1)N1CCN(CC1)C1=NC=CC=C1C(F)(F)F)N1CCOCC1)C (Dimethyl-[3-(3-{2-morpholin-4-yl-6-[4-(3-trifluoromethyl-pyridin-2-yl)-piperazin-1-yl]-pyrimidin-4-yl}-phenyl)-propyl]-amine). RXN SMILES: [N:1]1([C:7]2[N:12]=[C:11]([C:13]3[CH:14]=[C:15]([CH2:19][CH2:20][CH2:21]OS(C)(=O)=O)[CH:16]=[CH:17][CH:18]=3)[CH:10]=[C:9]([N:27]3[CH2:32][CH2:31][N:30]([C:33]4[C:38]([C:39]([F:42])([F:41])[F:40])=[CH:37][CH:36]=[CH:35][N:34]=4)[CH2:29][CH2:28]3)[N:8]=2)[CH2:6][CH2:5][O:4][CH2:3][CH2:2]1.[CH3:43][NH:44][CH3:45]>C1COCC1>[CH3:43][N:44]([CH3:45])[CH2:21][CH2:20][CH2:19][C:15]1[CH:16]=[CH:17][CH:18]=[C:13]([C:11]2[CH:10]=[C:9]([N:27]3[CH2:32][CH2:31][N:30]([C:33]4[C:38]([C:39]([F:42])([F:41])[F:40])=[CH:37][CH:36]=[CH:35][N:34]=4)[CH2:29][CH2:28]3)[N:8]=[C:7]([N:1]3[CH2:2][CH2:3][O:4][CH2:5][CH2:6]3)[N:12]=2)[CH:14]=1. Procedure: Dissolve the crude methanesulfonic acid 3-(3-{2-morpholin-4-yl-6-[4-(3-trifluoromethyl-pyridin-2-yl)-piperazin-1-yl]-pyrimidin-4-yl}-phenyl)-propyl ester obtained above in THF and heat with an excess of dimethylamine in a sealed tube at 55° C. Concentrate under reduced pressure and partition the residue between aqueous NaHCO3 and EtOAc. Dry the organic layer (Na2SO4) and concentrate under reduced pressure. Purify the residue using preparative plate TLC (MeOH/DCM eluent) to afford the title compo... Starting materials: C(#N)CP(OCC)(OCC)=O (diethyl cyanomethylphosphonate), [H-].[Na+] (sodium hydride), solid, FC=1C=CC(=C2C=COC21)C=O (7-fluoro-benzofuran-4-carbaldehyde), [Cl-].[NH4+] (Ammonium chloride). The solvent is COCCOC (ethylene glycol dimethyl ether), COCCOC (DME), COCCOC (DME), C(C)(=O)OCC (ethyl acetate). Conditions: time 15 minute. Product: FC1=CC=C(C=2C=COC21)/C=C/C#N ((E)-3-(7-Fluoro-benzofuran-4-yl)-acrylonitrile). As a reaction SMILES: [C:1]([CH2:3]P(=O)(OCC)OCC)#[N:2].[H-].[Na+].[F:14][C:15]1[CH:16]=[CH:17][C:18]([CH:24]=O)=[C:19]2[C:23]=1[O:22][CH:21]=[CH:20]2.[Cl-].[NH4+]>COCCOC.C(OCC)(=O)C>[F:14][C:15]1[C:23]2[O:22][CH:21]=[CH:20][C:19]=2[C:18](/[CH:24]=[CH:3]/[C:1]#[N:2])=[CH:17][CH:16]=1 |f:1.2,4.5|. Procedure details: A solution of diethyl cyanomethylphosphonate (5.35 g) in dry ethylene glycol dimethyl ether (DME; 20 ml) was added to a suspension of sodium hydride (60% oil dispersion; 1.32 g) in DME (20 ml) at 0° under nitrogen over 5 mins. After 15 min, a solution 7-fluoro-benzofuran-4-carbaldehyde (4.51 g) in DME (20 ml) was added and after 5 mins the solution was warmed up and stirred at room temperature for 2 h. Ammonium chloride solution (200 ml) and ethyl acetate (150 ml) were added, the phases separate... Starting materials: [H-].[Na+] (sodium hydride), O (water), OCCC=1N(C=CN1)CCCCC1=CC=C(C=C1)O (4-{4-[2-(2-Hydroxyethyl)-imidazol-1-yl]-butyl}-phenol), ClCC=1N=C(OC1)C=CC1=CC=C(C=C1)S(F)(F)(F)(F)F (4-chloromethyl-2-[2-(4-pentafluorosulfanyl-phenyl)-vinyl]-oxazole). Run in CN(C)C=O (DMF). Reaction conditions: time 15 minute. Product: FS(C1=CC=C(C=C1)/C=C/C=1OC=C(N1)COC1=CC=C(C=C1)CCCCN1C(=NC=C1)CCO)(F)(F)(F)F (2-{1-[4-(4-{2-[(E)-2-(-4-Pentafluorosulfanyl-phenyl)-vinyl]-oxazol-4-ylmethoxy}-phenyl)-butyl]-1H-imidazol-2-yl}-ethanol). Yield: 46.7%. RXN SMILES: [H-].[Na+].[OH:3][CH2:4][CH2:5][C:6]1[N:7]([CH2:11][CH2:12][CH2:13][CH2:14][C:15]2[CH:20]=[CH:19][C:18]([OH:21])=[CH:17][CH:16]=2)[CH:8]=[CH:9][N:10]=1.Cl[CH2:23][C:24]1[N:25]=[C:26]([CH:29]=[CH:30][C:31]2[CH:36]=[CH:35][C:34]([S:37]([F:42])([F:41])([F:40])([F:39])[F:38])=[CH:33][CH:32]=2)[O:27][CH:28]=1.O>CN(C=O)C>[F:40][S:37]([F:38])([F:39])([F:41])([F:42])[C:34]1[CH:35]=[CH:36][C:31](/[CH:30]=[CH:29]/[C:26]2[O:27][CH:28]=[C:24]([CH2:23][O:21][C:18]3[CH:17]=[CH:16][C:15]([CH2:14][CH2:13][CH2:12][CH2:11][N:7]4[CH:8]=[CH:9][N:10]=[C:6]4[CH2:5][CH2:4][OH:3])=[CH:20][CH:19]=3)[N:25]=2)=[CH:32][CH:33]=1 |f:0.1|. Procedure: 14 mg (0.50 mmol) 95% sodium hydride were given to a solution of 130 mg (0.50 mmol) 4-{4-[2-(2-Hydroxyethyl)-imidazol-1-yl]-butyl}-phenol in 4.0 ml DMF and stirred for 15 min. 168 mg (0.50 mmol) 4-chloromethyl-2-[2-(4-pentafluorosulfanyl-phenyl)-vinyl]-oxazole were added and stirring continued at r.t. overnight. After addition of 10 ml water the resulting precipitate was filtered, dried and purified by chromatography on silica (ethyl acetate/methanol 8:1) to give 133 mg (47%) amorphous material. Starting materials: COc1c(C)cc([N+](=O)[O-])cc1C(=O)N(C)C, O, S=P12SP3(=S)SP(=S)(S1)SP(=S)(S2)S3, c1ccccc1. Reaction SMILES: [CH3:1][N:2]([C:3](=[O:4])[c:5]1[cH:6][c:7]([N+:14](=[O:15])[O-:16])[cH:8][c:9]([CH3:13])[c:10]1[O:11][CH3:12])[CH3:17].[OH2:32].[P:18]12(=[S:19])[S:20][P:21]3(=[S:31])[S:22][P:23](=[S:29])([S:24][P:25](=[S:28])([S:26]3)[S:27]1)[S:30]2.[cH:33]1[cH:34][cH:35][cH:36][cH:37][cH:38]1>>[CH3:1][N:2]([C:3]([c:5]1[cH:6][c:7]([N+:14](=[O:15])[O-:16])[cH:8][c:9]([CH3:13])[c:10]1[O:11][CH3:12])=[S:19])[CH3:17]. Product: COc1c(C)cc([N+](=O)[O-])cc1C(=S)N(C)C. Starting materials: CC(COC1OCCCC1)(CCCC(CCC(CCCC(COC1OCCCC1)(C)C)O)O)C (2,2,13,13-tetramethyl-1,14-bis(tetrahydropyran-2-yloxy)tetradecane-6,9-diol), S(O)(O)(=O)=O (sulfuric acid). Solvent: CO (methanol). Run at time 8 hour. The product is CC(CO)(CCCC(CCC(CCCC(CO)(C)C)O)O)C (2,2,13,13-tetramethyltetradecan-1,6,9,14-tetraol). The yield is 58.1%. As a reaction SMILES: [CH3:1][C:2]([CH3:34])([CH2:11][CH2:12][CH2:13][CH:14]([OH:33])[CH2:15][CH2:16][CH:17]([OH:32])[CH2:18][CH2:19][CH2:20][C:21]([CH3:31])([CH3:30])[CH2:22][O:23]C1CCCCO1)[CH2:3][O:4]C1CCCCO1.S(=O)(=O)(O)O>CO>[CH3:30][C:21]([CH3:31])([CH2:20][CH2:19][CH2:18][CH:17]([OH:32])[CH2:16][CH2:15][CH:14]([OH:33])[CH2:13][CH2:12][CH2:11][C:2]([CH3:1])([CH3:34])[CH2:3][OH:4])[CH2:22][OH:23]. Procedure details: A solution of 2,2,13,13-tetramethyl-1,14-bis(tetrahydropyran-2-yloxy)tetradecane-6,9-diol (5.07 g, 0.01 mol) in methanol (100 mL) was treated with dilute aqueous sulfuric acid (5 mL of concentrated sulfuric acid in 15 mL of water), and stirred at room temperature overnight. The methanol was removed under reduced pressure and the residue was extracted with ethyl acetate (100 mL). The aqueous phase was saturated with solid sodium chloride and extracted again with ethyl acetate (75 mL). The combine... Starting materials: BrCC(=O)NC1=CC=C(OCC(=O)N[C@@H](CC(N)=O)C(=O)N[C@H]([C@@H](C(=O)N2[C@H](C(=O)NC(C)(C)C)CCC2)O)CC2=CC=CC=C2)C=C1 (1-[(2S,3S)-3-[N2 -(4-bromoacetamidophenoxy)acetyl-L-asparaginyl]amino-2-hydroxy-4-phenylbutyryl]-N-t-butyl-L-prolinamide), N1CCOCC1 (morpholine). Product: O1CCN(CC1)CC(=O)NC1=CC=C(OCC(=O)N[C@@H](CC(N)=O)C(=O)N[C@H]([C@@H](C(=O)N2[C@H](C(=O)NC(C)(C)C)CCC2)O)CC2=CC=CC=C2)C=C1 (1-[(2S,3S)-3-{N2 -[4-(2-Morpholinoacetamido)phenoxy]acetyl-L-asparaginyl}amino-2-hydroxy-4-phenylbutyryl]-N-t-butyl-L-prolinamide). As a reaction SMILES: Br[CH2:2][C:3]([NH:5][C:6]1[CH:48]=[CH:47][C:9]([O:10][CH2:11][C:12]([NH:14][C@H:15]([C:20]([NH:22][C@@H:23]([CH2:40][C:41]2[CH:46]=[CH:45][CH:44]=[CH:43][CH:42]=2)[C@H:24]([OH:39])[C:25]([N:27]2[CH2:38][CH2:37][CH2:36][C@H:28]2[C:29]([NH:31][C:32]([CH3:35])([CH3:34])[CH3:33])=[O:30])=[O:26])=[O:21])[CH2:16][C:17](=[O:19])[NH2:18])=[O:13])=[CH:8][CH:7]=1)=[O:4].[NH:49]1[CH2:54][CH2:53][O:52][CH2:51][CH2:50]1>>[O:52]1[CH2:53][CH2:54][N:49]([CH2:2][C:3]([NH:5][C:6]2[CH:48]=[CH:47][C:9]([O:10][CH2:11][C:12]([NH:14][C@H:15]([C:20]([NH:22][C@@H:23]([CH2:40][C:41]3[CH:46]=[CH:45][CH:44]=[CH:43][CH:42]=3)[C@H:24]([OH:39])[C:25]([N:27]3[CH2:38][CH2:37][CH2:36][C@H:28]3[C:29]([NH:31][C:32]([CH3:35])([CH3:34])[CH3:33])=[O:30])=[O:26])=[O:21])[CH2:16][C:17](=[O:19])[NH2:18])=[O:13])=[CH:8][CH:7]=2)=[O:4])[CH2:50][CH2:51]1. Procedure details: Following a procedure similar to that described in Example 38, but using 100 mg (0.137 mmol) of 1-[(2S,3S)-3-[N2 -(4-bromoacetamidophenoxy)acetyl-L-asparaginyl]amino-2-hydroxy-4-phenylbutyryl]-N-t-butyl-L-prolinamide and 1 ml of morpholine, 70 mg of the title compound were obtained as a colorless powder, melting at 121°-127° C. Reactants: FC(C1=CC=C(C(=S)N)C=C1)(F)F (4-Trifluoromethyl-thiobenzamide), COC(C(C(C(CC)Br)=O)(C)C)=O (4-Bromo-2,2-dimethyl-3-oxo-hexanoic acid methyl ester). Solvent: C(C)O (ethanol). The product is COC(C(C)(C=1N=C(SC1CC)C1=CC=C(C=C1)C(F)(F)F)C)=O (2-Methyl-2-[5-ethyl-2-(4-trifluoromethyl-phenyl)-thiazol-4-yl]-propionic acid methyl ester). Reaction SMILES: [F:1][C:2]([F:13])([F:12])[C:3]1[CH:11]=[CH:10][C:6]([C:7]([NH2:9])=[S:8])=[CH:5][CH:4]=1.[CH3:14][O:15][C:16](=[O:26])[C:17]([CH3:25])([CH3:24])[C:18](=O)[CH:19](Br)[CH2:20][CH3:21]>C(O)C>[CH3:14][O:15][C:16](=[O:26])[C:17]([CH3:25])([C:18]1[N:9]=[C:7]([C:6]2[CH:10]=[CH:11][C:3]([C:2]([F:1])([F:12])[F:13])=[CH:4][CH:5]=2)[S:8][C:19]=1[CH2:20][CH3:21])[CH3:24]. Procedure: A mixture of 4-Trifluoromethyl-thiobenzamide (12.3 g, 60 mmol) and the crude product from step A (16.6 g, 66 mmol) in ethanol (600 mL) is heated to reflux for 3 days. Solvent is evaporated and the residue is purified by chromatography on silica gel yielding the title compounds (14.5 g).